Dataset: the Open Reaction Database (ORD), a public repository of structured organic reaction records. Task: describe an organic reaction: reactants, conditions, products, and yield Reactants: CN(C(C1=CC=C(C=C1)Cl)=O)C1=C(C=CC=C1)CCC(=O)O (3-[2-(N-methyl-4-chlorobenzamido)-phenyl]-propionic acid), C(C(=O)Cl)(=O)Cl (oxalyl chloride). The solvent is C1(=CC=CC=C1)C (toluene). Reaction conditions: time 4 hour. Product: CN(C(C1=CC=C(C=C1)Cl)=O)C1=C(C=CC=C1)CCCO (3-[2-(N-methyl-4-chlorobenzamido)-phenyl]-propanol). The yield is 78.8%. RXN SMILES: [CH3:1][N:2]([C:12]1[CH:17]=[CH:16][CH:15]=[CH:14][C:13]=1[CH2:18][CH2:19][C:20](O)=[O:21])[C:3](=[O:11])[C:4]1[CH:9]=[CH:8][C:7]([Cl:10])=[CH:6][CH:5]=1.C(Cl)(=O)C(Cl)=O>C1(C)C=CC=CC=1>[CH3:1][N:2]([C:12]1[CH:17]=[CH:16][CH:15]=[CH:14][C:13]=1[CH2:18][CH2:19][CH2:20][OH:21])[C:3](=[O:11])[C:4]1[CH:5]=[CH:6][C:7]([Cl:10])=[CH:8][CH:9]=1. Reported procedure: 15.8 g of 3-[2-(N-methyl-4-chlorobenzamido)-phenyl]-propionic acid and 15 g of oxalyl chloride are stirred in toluene for 2 hours. After following evaporation in vacuo, the residue is taken up in 60 ml of dioxane and added dropwise to 1.6 g of sodium borohydride in 40 ml of dioxane. Heating to 100° is effected for 4 hours, followed by addition of 2 N hydrochloric acid in an ice bath to the end of the gas development. Extraction with diethyl ether yields 11.9 g of 3-[2-(N-methyl-4-chlorobenzamido... The reactants are CCCCCCCCCCCCCCCCN(C(=O)CCC)c1cccs1, CN(C)C=O, O=P(Cl)(Cl)Cl. Product: CCCCCCCCCCCCCCCCN(C(=O)CCC)c1ccc(C=O)s1. As a reaction SMILES: [CH2:1]([CH2:2][CH2:3][CH2:4][CH2:5][CH2:6][CH2:7][CH2:8][CH2:9][CH2:10][CH2:11][CH2:12][CH2:13][CH2:14][CH2:15][CH3:16])[N:17]([C:18]([CH2:19][CH2:20][CH3:21])=[O:22])[c:23]1[s:24][cH:25][cH:26][cH:27]1.[O:33]=[CH:34][N:35]([CH3:36])[CH3:37].[P:28]([Cl:29])([Cl:30])([Cl:31])=[O:32]>>[CH2:1]([CH2:2][CH2:3][CH2:4][CH2:5][CH2:6][CH2:7][CH2:8][CH2:9][CH2:10][CH2:11][CH2:12][CH2:13][CH2:14][CH2:15][CH3:16])[N:17]([C:18]([CH2:19][CH2:20][CH3:21])=[O:22])[c:23]1[s:24][c:25]([CH:34]=[O:33])[cH:26][cH:27]1. The reactants are C=O, CC(=O)O, Cc1ncn(Cc2ccccc2Cl)c1C. The product is Cc1nc(CO)n(Cc2ccccc2Cl)c1C. As a reaction SMILES: [CH2:1]=[O:2].[CH3:18][C:19](=[O:20])[OH:21].[Cl:3][c:4]1[c:5]([CH2:6][n:7]2[cH:8][n:9][c:10]([CH3:13])[c:11]2[CH3:12])[cH:14][cH:15][cH:16][cH:17]1>>[CH2:1]([OH:2])[c:8]1[n:7]([CH2:6][c:5]2[c:4]([Cl:3])[cH:17][cH:16][cH:15][cH:14]2)[c:11]([CH3:12])[c:10]([CH3:13])[n:9]1. Reactants: ClC=1C=CC=2N(N1)C(=CN2)C(C)C=2C(=C1C=CC=NC1=CC2F)F ((rac)-6-[1-(6-chloro-imidazo[1,2-b]pyridazin-3-yl)-ethyl]-5,7-difluoro-quinoline), CC1CNCCN1 (3-methylpiperazine), CN1CCCC1=O (NMP), ClC=1C=CC=2N(N1)C(=CN2)C(C)C=2C(=C1C=CC=NC1=CC2F)F ((rac)-6-[1-(6-chloro-imidazo[1,2-b]pyridazin-3-yl)-ethyl]-5,7-difluoro-quinoline), [F-].[K+] (KF). Conditions: temperature 180 celsius, time 16 hour. Product: FC1=C2C=CC=NC2=CC(=C1C(C)C1=CN=C2N1N=C(C=C2)N2C(C(NCC2)=O)C)F ((rac)-4-{3-[1-(5,7-Difluoro-quinolin-6-yl)-ethyl]-imidazo[1,2-b]pyridazin-6-yl}-3-methyl-piperazin-2-one). As a reaction SMILES: Cl[C:2]1[CH:3]=[CH:4][C:5]2[N:6]([C:8]([CH:11]([C:13]3[C:14]([F:24])=[C:15]4[C:20](=[CH:21][C:22]=3[F:23])[N:19]=[CH:18][CH:17]=[CH:16]4)[CH3:12])=[CH:9][N:10]=2)[N:7]=1.[F-].[K+].[CH3:27][CH:28]1[NH:33][CH2:32][CH2:31][NH:30][CH2:29]1.CN1C(=[O:40])CCC1>>[F:24][C:14]1[C:13]([CH:11]([C:8]2[N:6]3[N:7]=[C:2]([N:33]4[CH2:32][CH2:31][NH:30][C:29](=[O:40])[CH:28]4[CH3:27])[CH:3]=[CH:4][C:5]3=[N:10][CH:9]=2)[CH3:12])=[C:22]([F:23])[CH:21]=[C:20]2[C:15]=1[CH:16]=[CH:17][CH:18]=[N:19]2 |f:1.2|. Reported procedure: (rac)-6-[1-(6-Chloro-imidazo[1,2-b]pyridazin-3-yl)-ethyl]-5,7-difluoro-quinoline (Intermediate C, 55 mg, 0.160 mmol), KF (46.3 mg, 0.798 mmol), 3-methylpiperazine (54.6 mg, 0.479 mmol) were suspended in NMP (532 μL). The RM was stirred at 180° C. for 16 h. The mixture was purified by preparative UPLC with acetonitrile and water (+0.1% TFA) The fractions were collected and acetonitrile was removed. It was taken up with EtOAc/MeOH (9/1) and washed with 5% Na2CO3 solution and brine. The organic lay... The reactants are CC(=O)OC(C)=O, O=C(O)Cc1cccc(Oc2ccc(Cl)cc2)c1O. Yields the product O=C1Cc2cccc(Oc3ccc(Cl)cc3)c2O1. Reaction SMILES: [CH3:20][C:21]([O:22][C:23](=[O:24])[CH3:25])=[O:26].[OH:1][c:2]1[c:3]([CH2:16][C:17](=[O:18])[OH:19])[cH:4][cH:5][cH:6][c:7]1[O:8][c:9]1[cH:10][cH:11][c:12]([Cl:15])[cH:13][cH:14]1>>[c:2]12[c:3]([cH:4][cH:5][cH:6][c:7]1[O:8][c:9]1[cH:10][cH:11][c:12]([Cl:15])[cH:13][cH:14]1)[CH2:16][C:17](=[O:18])[O:19]2.